From a dataset of the Open Reaction Database (ORD), a public repository of structured organic reaction records. describe an organic reaction: reactants, conditions, products, and yield Starting materials: aqueous solution, [OH-].[Na+] (NaOH), C(C)OC1=C(C=CC(=C1)C(=O)OC)C1=C(C=CC=C1)C(F)(F)F (methyl 2-ethoxy-2′-(trifluoromethyl)biphenyl-4-carboxylate). The solvent is CCO (EtOH). Reaction conditions: temperature 60 celsius. The product is C(C)OC1=C(C=CC(=C1)C(=O)O)C1=C(C=CC=C1)C(F)(F)F (2-ethoxy-2′-(trifluoromethyl)biphenyl-4-carboxylic acid). Reaction SMILES: [OH-].[Na+].[CH2:3]([O:5][C:6]1[CH:11]=[C:10]([C:12]([O:14]C)=[O:13])[CH:9]=[CH:8][C:7]=1[C:16]1[CH:21]=[CH:20][CH:19]=[CH:18][C:17]=1[C:22]([F:25])([F:24])[F:23])[CH3:4]>CCO>[CH2:3]([O:5][C:6]1[CH:11]=[C:10]([C:12]([OH:14])=[O:13])[CH:9]=[CH:8][C:7]=1[C:16]1[CH:21]=[CH:20][CH:19]=[CH:18][C:17]=1[C:22]([F:23])([F:24])[F:25])[CH3:4] |f:0.1|. Procedure: A 5N aqueous solution of NaOH (4.1 mL, 20.5 mmol) was added into a solution of methyl 2-ethoxy-2′-(trifluoromethyl)biphenyl-4-carboxylate (4.45 g, 13.7 mmol) in EtOH (45 mL). The reaction mixture was heated at 60° C. for 30 minutes, and then concentrated under reduced pressure. The residue was taken up with water (50 mL) and a 5N aqueous solution of HCl (7 ml), and then extracted with MTBE (2×100 mL). The organic layers were washed with brine (50 mL), dried (MgSO4) and concentrated under reduced... Starting materials: CC(=O)O, COc1cc([N+](=O)[O-])ccc1-c1cccs1, [Fe], O. Product: COc1cc(N)ccc1-c1cccs1. RXN SMILES: [CH3:17][C:18](=[O:19])[OH:20].[CH3:1][O:2][c:3]1[c:4](-[c:12]2[s:13][cH:14][cH:15][cH:16]2)[cH:5][cH:6][c:7]([N+:9]([O-:10])=[O:11])[cH:8]1.[Fe:22].[OH2:21]>>[CH3:1][O:2][c:3]1[c:4](-[c:12]2[s:13][cH:14][cH:15][cH:16]2)[cH:5][cH:6][c:7]([NH2:9])[cH:8]1. Reaction SMILES: [Br:15][N:16]1[C:17](=[O:18])[CH2:19][CH2:20][C:21]1=[O:22].[C:23]([Cl:24])([Cl:25])([Cl:26])[Cl:27].[CH3:1][O:2][c:3]1[cH:4][c:5]2[cH:6][cH:7][c:8]([CH2:13][CH3:14])[cH:9][c:10]2[cH:11][cH:12]1>>[CH3:1][O:2][c:3]1[cH:4][c:5]2[cH:6][cH:7][c:8]([CH:13]([CH3:14])[Br:15])[cH:9][c:10]2[cH:11][cH:12]1. Yields the product COc1ccc2cc(C(C)Br)ccc2c1. Starting materials: O=C1CCC(=O)N1Br, ClC(Cl)(Cl)Cl, CCc1ccc2cc(OC)ccc2c1. Reactants: C(#C)C1=CN=C2N1C=CC=C2NC2=CC=C(C=C2)S(N)(=O)=O (3-ethynyl-N-(4-sulfamoylphenyl)imidazo[1,2-a]pyridin-8-amine), IC=1C=C(C(=O)NC2=NC=CC(=C2)C(F)(F)F)C=CC1C (3-iodo-4-methyl-N-(4-(trifluoromethyl)pyridin-2-yl)benzamide). The product is CC1=C(C=C(C(=O)NC2=NC=CC(=C2)C(F)(F)F)C=C1)C#CC1=CN=C2N1C=CC=C2NC2=CC=C(C=C2)S(N)(=O)=O (4-methyl-3-((8-(4-sulfamoylphenylamino)imidazo[1,2-a]pyridin-3-yl)ethynyl)-N-(4-(trifluoromethyl)pyridin-2-yl)benzamide). Reaction SMILES: [C:1]([C:3]1[N:7]2[CH:8]=[CH:9][CH:10]=[C:11]([NH:12][C:13]3[CH:18]=[CH:17][C:16]([S:19](=[O:22])(=[O:21])[NH2:20])=[CH:15][CH:14]=3)[C:6]2=[N:5][CH:4]=1)#[CH:2].I[C:24]1[CH:25]=[C:26]([CH:40]=[CH:41][C:42]=1[CH3:43])[C:27]([NH:29][C:30]1[CH:35]=[C:34]([C:36]([F:39])([F:38])[F:37])[CH:33]=[CH:32][N:31]=1)=[O:28]>>[CH3:43][C:42]1[CH:24]=[CH:25][C:26]([C:27]([NH:29][C:30]2[CH:35]=[C:34]([C:36]([F:37])([F:38])[F:39])[CH:33]=[CH:32][N:31]=2)=[O:28])=[CH:40][C:41]=1[C:2]#[C:1][C:3]1[N:7]2[CH:8]=[CH:9][CH:10]=[C:11]([NH:12][C:13]3[CH:14]=[CH:15][C:16]([S:19](=[O:21])(=[O:22])[NH2:20])=[CH:17][CH:18]=3)[C:6]2=[N:5][CH:4]=1. Procedure: The title compound was synthesized from 3-ethynyl-N-(4-sulfamoylphenyl)imidazo[1,2-a]pyridin-8-amine and 3-iodo-4-methyl-N-(4-(trifluoromethyl)pyridin-2-yl)benzamide in a manner similar to that described for Example 12. Reactants: C=1C=CC2=C(C1)N=NN2O (HOBT), C(C)(C)N(CC)C(C)C (IPEA), ClCCOC(C(=O)O)C1=CC(=C(C(=C1)F)F)F ((2-chloroethoxy)-(3,4,5-trifluorophenyl)acetic acid), C(NN)(=O)OC(C)(C)C (tert-butyl carbazate). Solvent: O (water), C(C)(=O)OCC (Ethyl acetate), CN(C)C=O (DMF), C(CCl)Cl (EDC). Reaction conditions: time 5 hour. Product: ClCCOC(C(=O)NNC(=O)OC(C)(C)C)C1=CC(=C(C(=C1)F)F)F (tert-butyl N′-[2-(2-chloroethoxy)-2-(3,4,5-trifluorophenyl)acetyl]hydrazinecarboxylate). The yield is 64.6%. Reaction SMILES: C1C=CC2N(O)N=NC=2C=1.C(N(C(C)C)CC)(C)C.[Cl:20][CH2:21][CH2:22][O:23][CH:24]([C:28]1[CH:33]=[C:32]([F:34])[C:31]([F:35])=[C:30]([F:36])[CH:29]=1)[C:25]([OH:27])=O.[C:37]([O:41][C:42]([CH3:45])([CH3:44])[CH3:43])(=[O:40])[NH:38][NH2:39]>CN(C=O)C.O.C(OCC)(=O)C.C(Cl)CCl>[Cl:20][CH2:21][CH2:22][O:23][CH:24]([C:28]1[CH:33]=[C:32]([F:34])[C:31]([F:35])=[C:30]([F:36])[CH:29]=1)[C:25]([NH:39][NH:38][C:37]([O:41][C:42]([CH3:45])([CH3:44])[CH3:43])=[O:40])=[O:27]. Procedure: HOBT (1.91 g), IPEA (4.31 mL) and EDC (2.71 g) were sequentially added to a solution of (2-chloroethoxy)-(3,4,5-trifluorophenyl)acetic acid (1.9 g) and tert-butyl carbazate (1.03 g) in DMF (30 mL), and the reaction solution was stirred at room temperature for five hours. Ethyl acetate and water were added to the reaction solution, and the organic layer was separated. The resulting organic layer was washed with brine, dried over anhydrous sodium sulfate and then concentrated under reduced pressur... Starting materials: O=C(O)Cc1ccc(Br)cc1, O=C([O-])[O-], CI, CN(C)C=O, [K+], [K+], O. Product: COC(=O)Cc1ccc(Br)cc1. Reaction SMILES: [Br:1][c:2]1[cH:3][cH:4][c:5]([CH2:8][C:9](=[O:10])[OH:11])[cH:6][cH:7]1.[C:12](=[O:13])([O-:14])[O-:15].[CH3:18][I:19].[CH3:21][N:22]([CH3:23])[CH:24]=[O:25].[K+:16].[K+:17].[OH2:20]>>[Br:1][c:2]1[cH:3][cH:4][c:5]([CH2:8][C:9](=[O:10])[O:11][CH3:12])[cH:6][cH:7]1. The reactants are COC=1C=C(C(=O)O)C=C2C1OCCO2 (3-methoxy-4,5-ethylenedioxybenzoic acid), Cl.C(C)OCCN1C(=NC2=C1C=CC=C2)N2CCN(CCC2)CCC2(CNCC2)C2=CC=CC=C2 (3-(2-(4-(1-(2-ethoxyethyl)-1H-benzimidazol-2-yl)[1,4]diazepan-1-yl)ethyl)-3-phenylpyrrolidine hydrochloric acid salt). Yields the product COC=1C=C(C(=O)N2CC(CC2)(C2=CC=CC=C2)CCN2CCN(CCC2)C2=NC3=C(N2CCOCC)C=CC=C3)C=C3C1OCCO3 (1-(3-Methoxy-4,5-ethylenedioxybenzoyl)-3-(2-(4-(1-(2-ethoxyethyl)-1H-benzimidazol-2-yl)[1,4]diazepan-1-yl)ethyl)-3-phenylpyrrolidine). As a reaction SMILES: [CH3:1][O:2][C:3]1[CH:4]=[C:5]([CH:9]=[C:10]2[O:15][CH2:14][CH2:13][O:12][C:11]=12)[C:6]([OH:8])=O.Cl.[CH2:17]([O:19][CH2:20][CH2:21][N:22]1[C:26]2[CH:27]=[CH:28][CH:29]=[CH:30][C:25]=2[N:24]=[C:23]1[N:31]1[CH2:37][CH2:36][CH2:35][N:34]([CH2:38][CH2:39][C:40]2([C:45]3[CH:50]=[CH:49][CH:48]=[CH:47][CH:46]=3)[CH2:44][CH2:43][NH:42][CH2:41]2)[CH2:33][CH2:32]1)[CH3:18]>>[CH3:1][O:2][C:3]1[CH:4]=[C:5]([CH:9]=[C:10]2[O:15][CH2:14][CH2:13][O:12][C:11]=12)[C:6]([N:42]1[CH2:43][CH2:44][C:40]([CH2:39][CH2:38][N:34]2[CH2:35][CH2:36][CH2:37][N:31]([C:23]3[N:22]([CH2:21][CH2:20][O:19][CH2:17][CH3:18])[C:26]4[CH:27]=[CH:28][CH:29]=[CH:30][C:25]=4[N:24]=3)[CH2:32][CH2:33]2)([C:45]2[CH:50]=[CH:49][CH:48]=[CH:47][CH:46]=2)[CH2:41]1)=[O:8] |f:1.2|. Procedure details: Prepare by the method of Example 56.1 using 3-methoxy-4,5-ethylenedioxybenzoic acid and 3-(2-(4-(1-(2-ethoxyethyl)-1H-benzimidazol-2-yl)[1,4]diazepan-1-yl)ethyl)-3-phenylpyrrolidine hydrochloric acid salt (prepared from (−)-3-phenyl-3-(2-hydroxyethyl)pyrrolidine(R,R)-di-p-anisoyltartaric acid salt) to give the title compound.